This data is from the Open Reaction Database (ORD), a public repository of structured organic reaction records. The task is: describe an organic reaction: reactants, conditions, products, and yield Starting materials: C(C=C)OC=1C=C(C=CC1C#N)NC(C(C)(C)C)=O (N-(3-Allyloxy-4-cyanophenyl)-2,2-dimethylpropionamide), CN1CCCC1=O (NMP), ice water. The product is C(C=C)C1=C(C=CC(=C1O)C#N)NC(C(C)(C)C)=O (N-(2-Allyl-4-cyano-3-hydroxyphenyl)-2,2-dimethylpropionamide). Reaction SMILES: C([O:4][C:5]1[CH:6]=[C:7]([NH:13][C:14](=[O:19])[C:15]([CH3:18])([CH3:17])[CH3:16])[CH:8]=[CH:9][C:10]=1[C:11]#[N:12])C=C.CN1C(=O)[CH2:24][CH2:23][CH2:22]1>>[CH2:24]([C:6]1[C:5]([OH:4])=[C:10]([C:11]#[N:12])[CH:9]=[CH:8][C:7]=1[NH:13][C:14](=[O:19])[C:15]([CH3:16])([CH3:17])[CH3:18])[CH:23]=[CH2:22]. Procedure: A solution of compound 10C (1.5 g, 5.8 mmol) in NMP (7 mL) was heated to 220° C. for 3 h. After cooling to rt, the reaction mixture was poured into ice/water, and extracted with EtOAc (3×). The combined EtOAc extracts were washed with brine, dried (Na2SO4), and concentrated under reduced pressure. The crude product was chromatographed (silica gel) eluting with 0% to 50% EtOAc/hexane to furnish the title compound (0.7 g). Reactants: CC(C)O, COc1ccc(F)c(B(O)O)c1, [Na+], [Na+], O=C([O-])[O-], O, COC(=O)c1ccc(I)c(O)c1, [Pd]. The product is COC(=O)c1ccc(-c2cc(OC)ccc2F)c(O)c1. Reaction SMILES: [CH:25]([OH:26])([CH3:27])[CH3:28].[F:13][c:14]1[c:15]([B:22]([OH:23])[OH:24])[cH:16][c:17]([O:20][CH3:21])[cH:18][cH:19]1.[Na+:29].[Na+:30].[O-:31][C:32](=[O:33])[O-:34].[OH2:36].[OH:1][c:2]1[cH:3][c:4]([C:5](=[O:6])[O:7][CH3:8])[cH:9][cH:10][c:11]1[I:12].[Pd:35]>>[OH:1][c:2]1[cH:3][c:4]([C:5](=[O:6])[O:7][CH3:8])[cH:9][cH:10][c:11]1-[c:15]1[c:14]([F:13])[cH:19][cH:18][c:17]([O:20][CH3:21])[cH:16]1.